Dataset: the Open Reaction Database (ORD), a public repository of structured organic reaction records. Task: describe an organic reaction: reactants, conditions, products, and yield As a reaction SMILES: [C:33]([CH3:34])([CH3:35])([CH3:36])[Mg+:37].[CH2:38]1[O:39][CH2:40][CH2:41][CH2:42]1.[Cl-:32].[F:1][c:2]1[c:3](-[c:12]2[cH:13][cH:14][c:15]([O:18][CH2:19][CH:20]3[CH2:21][CH2:22][N:23]([C:26]([C:27](=[O:28])[O:29][CH3:30])=[O:31])[CH2:24][CH2:25]3)[cH:16][n:17]2)[cH:4][cH:5][c:6]([S:8](=[O:9])(=[O:10])[CH3:11])[cH:7]1>>[F:1][c:2]1[c:3](-[c:12]2[cH:13][cH:14][c:15]([O:18][CH2:19][CH:20]3[CH2:21][CH2:22][N:23]([C:26]([C:27](=[O:28])[C:33]([CH3:34])([CH3:35])[CH3:36])=[O:31])[CH2:24][CH2:25]3)[cH:16][n:17]2)[cH:4][cH:5][c:6]([S:8](=[O:9])(=[O:10])[CH3:11])[cH:7]1. Yields the product CC(C)(C)C(=O)C(=O)N1CCC(COc2ccc(-c3ccc(S(C)(=O)=O)cc3F)nc2)CC1. Starting materials: CC(C)(C)[Mg+], C1CCOC1, [Cl-], COC(=O)C(=O)N1CCC(COc2ccc(-c3ccc(S(C)(=O)=O)cc3F)nc2)CC1.